From a dataset of the Open Reaction Database (ORD), a public repository of structured organic reaction records. describe an organic reaction: reactants, conditions, products, and yield Reaction SMILES: [CH2:46]1[O:47][CH2:48][CH2:49][CH2:50]1.[Cl-:11].[Cl:19][c:20]1[c:21]([C:42]([F:43])([F:44])[F:45])[cH:22][c:23]([S:26](=[O:27])(=[O:28])[N:29]([CH2:30][O:31][CH3:32])[c:33]2[c:34]([CH:40]=[O:41])[n:35][cH:36][c:37]([Cl:39])[cH:38]2)[cH:24][cH:25]1.[I:1][c:2]1[c:3]([N+:8](=[O:9])[O-:10])[cH:4][cH:5][cH:6][cH:7]1.[c:12]1([Mg+:13])[cH:14][cH:15][cH:16][cH:17][cH:18]1>>[c:2]1([CH:40]([c:34]2[c:33]([N:29]([S:26]([c:23]3[cH:22][c:21]([C:42]([F:43])([F:44])[F:45])[c:20]([Cl:19])[cH:25][cH:24]3)(=[O:27])=[O:28])[CH2:30][O:31][CH3:32])[cH:38][c:37]([Cl:39])[cH:36][n:35]2)[OH:41])[c:3]([N+:8](=[O:9])[O-:10])[cH:4][cH:5][cH:6][cH:7]1. Yields the product COCN(c1cc(Cl)cnc1C(O)c1ccccc1[N+](=O)[O-])S(=O)(=O)c1ccc(Cl)c(C(F)(F)F)c1. The reactants are C1CCOC1, [Cl-], COCN(c1cc(Cl)cnc1C=O)S(=O)(=O)c1ccc(Cl)c(C(F)(F)F)c1, O=[N+]([O-])c1ccccc1I, [Mg+]c1ccccc1. Starting materials: C(CC)NC(=S)N (n-Propylthiourea), C(C)OC(C(C(CCC)Cl)=O)=O (3-chloro-2-oxohexanoic acid ethyl ester), N1=CC=CC=C1 (pyridine). Run in C(C)O (ethanol). Product: C(C)OC(=O)C=1N=C(SC1CCC)NCCC (2-n-propylamino-5-n-propyl thiazole-4-carboxylic acid ethyl ester). Isolated yield 68.3%. As a reaction SMILES: [CH2:1]([NH:4][C:5]([NH2:7])=[S:6])[CH2:2][CH3:3].[CH2:8]([O:10][C:11](=[O:19])[C:12](=O)[CH:13](Cl)[CH2:14][CH2:15][CH3:16])[CH3:9].N1C=CC=CC=1>C(O)C>[CH2:8]([O:10][C:11]([C:12]1[N:7]=[C:5]([NH:4][CH2:1][CH2:2][CH3:3])[S:6][C:13]=1[CH2:14][CH2:15][CH3:16])=[O:19])[CH3:9]. Reported procedure: n-Propylthiourea (270 mg), 3-chloro-2-oxohexanoic acid ethyl ester (441 mg), and pyridine (0.28 ml) were added to ethanol (10 ml), and the solution was refluxed for 3.5 hours. The solvent was evaporated. The residue was extracted with chloroform (20 ml), and washed with dilute hydrochloric acid solution (10 ml). The organic layer was dried over anhydrous magnesium sulfate and evaporated. The residue was purified by column chromatography on silica gel (eluent:chloroform/methanol=100/1), 2-n-propy... The reactants are O=C([O-])O, CCO, O=C(OCCCCC(CO[N+](=O)[O-])O[N+](=O)[O-])c1ccc([N+](=O)[O-])cc1, [Na+], [Na+], C1CCOC1, [OH-]. Yields the product O=[N+]([O-])OCC(CCCCO)O[N+](=O)[O-]. As a reaction SMILES: [C:37](=[O:38])([OH:39])[O-:40].[CH2:1]([OH:2])[CH3:3].[N+:9]([c:10]1[cH:11][cH:12][c:13]([C:14](=[O:15])[O:18][CH2:19][CH2:20][CH2:21][CH2:22][CH:23]([CH2:24][O:25][N+:26](=[O:27])[O-:28])[O:29][N+:30](=[O:31])[O-:32])[cH:16][cH:17]1)([O-:33])=[O:34].[Na+:36].[Na+:41].[O:4]1[CH2:5][CH2:6][CH2:7][CH2:8]1.[OH-:35]>>[OH:18][CH2:19][CH2:20][CH2:21][CH2:22][CH:23]([CH2:24][O:25][N+:26](=[O:27])[O-:28])[O:29][N+:30](=[O:31])[O-:32].